This data is from the Open Reaction Database (ORD), a public repository of structured organic reaction records. The task is: describe an organic reaction: reactants, conditions, products, and yield Product: C(C)OC(=O)C1(CC1)C1=CC=C(C=C1)C1=CC=C(C=C1)C1=C(C(=NO1)C)C(O)C=1N=NN(C1)CC1=CC=CC=C1 (1-(4′-{4-[(1-Benzyl-1H-[1,2,3]triazol-4-yl)-hydroxy-methyl]-3-methyl-isoxazol-5-yl}-biphenyl-4-yl)-cyclopropanecarboxylic acid ethyl ester). Reactants: C(C1=CC=CC=C1)N1N=NC(=C1)C(O)C=1C(=NOC1C1=CC=C(C=C1)Br)C ((1-benzyl-1H-[1,2,3]triazol-4-yl)-[5-(4-bromo-phenyl)-3-methyl-isoxazol-4-yl]-methanol), C(C)OC(=O)C1(CC1)C1=CC=C(C=C1)B1OC(C(O1)(C)C)(C)C (1-[4-(4,4,5,5-tetramethyl-[1,3,2]dioxaborolan-2-yl)-phenyl]-cyclopropanecarboxylic acid ethyl ester). Procedure details: Prepared according to the procedure described in Example 1, Step 10, using (1-benzyl-1H-[1,2,3]triazol-4-yl)-[5-(4-bromo-phenyl)-3-methyl-isoxazol-4-yl]-methanol and 1-[4-(4,4,5,5-tetramethyl-[1,3,2]dioxaborolan-2-yl)-phenyl]-cyclopropanecarboxylic acid ethyl ester. As a reaction SMILES: [CH2:1]([N:8]1[CH:12]=[C:11]([CH:13]([C:15]2[C:16]([CH3:27])=[N:17][O:18][C:19]=2[C:20]2[CH:25]=[CH:24][C:23](Br)=[CH:22][CH:21]=2)[OH:14])[N:10]=[N:9]1)[C:2]1[CH:7]=[CH:6][CH:5]=[CH:4][CH:3]=1.[CH2:28]([O:30][C:31]([C:33]1([C:36]2[CH:41]=[CH:40][C:39](B3OC(C)(C)C(C)(C)O3)=[CH:38][CH:37]=2)[CH2:35][CH2:34]1)=[O:32])[CH3:29]>>[CH2:28]([O:30][C:31]([C:33]1([C:36]2[CH:41]=[CH:40][C:39]([C:23]3[CH:24]=[CH:25][C:20]([C:19]4[O:18][N:17]=[C:16]([CH3:27])[C:15]=4[CH:13]([C:11]4[N:10]=[N:9][N:8]([CH2:1][C:2]5[CH:7]=[CH:6][CH:5]=[CH:4][CH:3]=5)[CH:12]=4)[OH:14])=[CH:21][CH:22]=3)=[CH:38][CH:37]=2)[CH2:34][CH2:35]1)=[O:32])[CH3:29]. The reactants are [BH4-], O=CC=CCOCc1ccccc1, CCO, [Na+], O. Product: OCC=CCOCc1ccccc1. As a reaction SMILES: [BH4-:14].[CH2:1]([c:2]1[cH:3][cH:4][cH:5][cH:6][cH:7]1)[O:8][CH2:9][CH:10]=[CH:11][CH:12]=[O:13].[CH3:17][CH2:18][OH:19].[Na+:15].[OH2:16]>>[CH2:1]([c:2]1[cH:3][cH:4][cH:5][cH:6][cH:7]1)[O:8][CH2:9][CH:10]=[CH:11][CH2:12][OH:13]. Reactants: CC(C)(C)OC(=O)NN, CCCCCC, CC1CCC(=O)CC1. Product: CC1CCC(=NNC(=O)OC(C)(C)C)CC1. RXN SMILES: [C:9]([NH:10][NH2:11])(=[O:12])[O:13][C:14]([CH3:15])([CH3:16])[CH3:17].[CH3:18][CH2:19][CH2:20][CH2:21][CH2:22][CH3:23].[CH3:1][CH:2]1[CH2:3][CH2:4][C:5](=[O:8])[CH2:6][CH2:7]1>>[CH3:1][CH:2]1[CH2:3][CH2:4][C:5](=[N:11][NH:10][C:9](=[O:12])[O:13][C:14]([CH3:15])([CH3:16])[CH3:17])[CH2:6][CH2:7]1. The reactants are CC([O-])=S, COc1cc2ncc(C#N)c(Nc3cccc(CCl)c3)c2cc1OC, [K+], CN(C)C=O. Yields the product COc1cc2ncc(C#N)c(Nc3cccc(CSC(C)=O)c3)c2cc1OC. As a reaction SMILES: [C:26]([CH3:27])(=[S:28])[O-:29].[Cl:1][CH2:2][c:3]1[cH:4][c:5]([NH:9][c:10]2[c:11]([C:24]#[N:25])[cH:12][n:13][c:14]3[cH:15][c:16]([O:22][CH3:23])[c:17]([O:20][CH3:21])[cH:18][c:19]23)[cH:6][cH:7][cH:8]1.[K+:30].[O:31]=[CH:32][N:33]([CH3:34])[CH3:35]>>[CH2:2]([c:3]1[cH:4][c:5]([NH:9][c:10]2[c:11]([C:24]#[N:25])[cH:12][n:13][c:14]3[cH:15][c:16]([O:22][CH3:23])[c:17]([O:20][CH3:21])[cH:18][c:19]23)[cH:6][cH:7][cH:8]1)[S:28][C:26]([CH3:27])=[O:29].